Dataset: the Open Reaction Database (ORD), a public repository of structured organic reaction records. Task: describe an organic reaction: reactants, conditions, products, and yield Reactants: [OH-].[Mg+2].[OH-] (magnesium hydroxide), NCCS(=O)(=O)O (taurine). Run in O (water). The product is C(CS(=O)(=O)[O-])N.C(CS(=O)(=O)[O-])N.[Mg+2] (Magnesium taurate), powder. Yield: 99.0%. Reaction SMILES: [OH-].[Mg+2:2].[OH-].[NH2:4][CH2:5][CH2:6][S:7]([OH:10])(=[O:9])=[O:8]>O>[CH2:5]([NH2:4])[CH2:6][S:7]([O-:10])(=[O:9])=[O:8].[CH2:5]([NH2:4])[CH2:6][S:7]([O-:10])(=[O:9])=[O:8].[Mg+2:2] |f:0.1.2,5.6.7|. Procedure details: A mixture of magnesium hydroxide (9.50 g, 8.62 mmol) and taurine (2.16 g, 17.2 mmol) in 20 ml water was refluxed for 7 hours, then evaporated under vacuum to remove most of the water. The paste was diluted with 10 ml ethanol, and after two hours the solid was collected by filtration and dried. Magnesium taurate was obtained as a white powder (about 99% yield). Magnesium taurate could also be obtained as a white powder by lyophilization or by further drying of the paste remaining after evaporatio... Starting materials: O=C([O-])O, CN(C)C(=O)CCl, CNCCc1ccncc1, CO, [Na+], C1CCOC1. Yields the product CN(CCc1ccncc1)CC(=O)N(C)C. As a reaction SMILES: [C:18](=[O:19])([OH:20])[O-:21].[CH3:11][N:12]([C:13]([CH2:14][Cl:15])=[O:16])[CH3:17].[CH3:1][NH:2][CH2:3][CH2:4][c:5]1[cH:6][cH:7][n:8][cH:9][cH:10]1.[CH3:28][OH:29].[Na+:22].[O:23]1[CH2:24][CH2:25][CH2:26][CH2:27]1>>[CH3:1][N:2]([CH2:3][CH2:4][c:5]1[cH:6][cH:7][n:8][cH:9][cH:10]1)[CH2:14][C:13]([N:12]([CH3:11])[CH3:17])=[O:16].